Dataset: the Open Reaction Database (ORD), a public repository of structured organic reaction records. Task: describe an organic reaction: reactants, conditions, products, and yield The reactants are CO, C=C(CC)C1NC(=O)CC(c2cc(Cl)cc(C(=O)OC)c2)C12C(=O)Nc1cc(Cl)ccc12, [Na+], C1CCOC1, [OH-]. Yields the product C=C(CC)C1NC(=O)CC(c2cc(Cl)cc(C(=O)O)c2)C12C(=O)Nc1cc(Cl)ccc12. RXN SMILES: [CH3:40][OH:41].[Cl:1][c:2]1[cH:3][cH:4][c:5]2[c:9]([cH:10]1)[NH:8][C:7](=[O:11])[C:6]21[CH:12]([C:29]([CH2:30][CH3:31])=[CH2:32])[NH:13][C:14](=[O:28])[CH2:15][CH:16]1[c:17]1[cH:18][c:19]([Cl:27])[cH:20][c:21]([C:23](=[O:24])[O:25][CH3:26])[cH:22]1.[Na+:39].[O:33]1[CH2:34][CH2:35][CH2:36][CH2:37]1.[OH-:38]>>[Cl:1][c:2]1[cH:3][cH:4][c:5]2[c:9]([cH:10]1)[NH:8][C:7](=[O:11])[C:6]21[CH:12]([C:29]([CH2:30][CH3:31])=[CH2:32])[NH:13][C:14](=[O:28])[CH2:15][CH:16]1[c:17]1[cH:18][c:19]([Cl:27])[cH:20][c:21]([C:23](=[O:24])[OH:25])[cH:22]1. Starting materials: [H-].[Na+] (NaH), N1N=CC(=C1)B1OC(C)(C)C(C)(C)O1 (pyrazole-4-boronic acid pinacol ester), C(C)(=O)OCCBr (2-bromoethyl acetate). The solvent is CN(C)C=O (DMF). Conditions: time 10 minute. Yields the product C(C)(=O)OCCN1N=CC(=C1)B1OC(C(O1)(C)C)(C)C (2-(4-(4,4,5,5-tetramethyl-1,3,2-dioxaborolan-2-yl)-1H-pyrazol-1-yl)ethyl acetate). RXN SMILES: [NH:1]1[CH:5]=[C:4]([B:6]2[O:14][C:11]([CH3:13])([CH3:12])[C:8]([CH3:10])([CH3:9])[O:7]2)[CH:3]=[N:2]1.[H-].[Na+].[C:17]([O:20][CH2:21][CH2:22]Br)(=[O:19])[CH3:18]>CN(C=O)C>[C:17]([O:20][CH2:21][CH2:22][N:2]1[CH:3]=[C:4]([B:6]2[O:7][C:8]([CH3:9])([CH3:10])[C:11]([CH3:13])([CH3:12])[O:14]2)[CH:5]=[N:1]1)(=[O:19])[CH3:18] |f:1.2|. Procedure details: To a 20 mL pressure vial was charged pyrazole-4-boronic acid pinacol ester (5.15 mmol, 1.00 g) and DMF (10 mL). NaH (60% w/w in mineral oil, 5.67 mmol, 227 mg) was then added portion-wise. The resulting solution was stirred at room temperature for 10 minutes. 2-bromoethyl acetate (5.67 mmol, 623 μL) was then added dropwise. The vial was flushed with argon, sealed, and the reaction was stirred at 60° C. for 18 hours. At 18 hours, the DMF was removed in vacuo, and the residue taken up in DCM. This... Reactants: N[C@H](CC(O)=O)CO (D-Asp-ol), N[C@@H](C)CO (Ala-ol), N1[C@H](CO)CCC1 (Pro-ol), N[C@H](CCC(O)=O)CO (D-Glu-ol), N[C@@H](CCC(N)=O)CO (Gln-ol), N[C@@H](CC(O)=O)CO (Asp-ol), N[C@H](CCCCN)CO (D-Lys-ol). The product is N[C@@H](CCC(O)=O)C(=O)O (Glu). As a reaction SMILES: N[C@H](C[OH:5])C.N[C@H](CO)CCC(=O)N.N[C@H](CO)CC(=O)O.N1CCC[C@H]1CO.N[C@@H](CO)CC(=O)O.N[C@@H](CO)CCCCN.[NH2:47][C@@H:48]([CH2:54][OH:55])[CH2:49][CH2:50][C:51](=[O:53])[OH:52]>>[NH2:47][C@H:48]([C:54]([OH:5])=[O:55])[CH2:49][CH2:50][C:51](=[O:52])[OH:53]. Procedure: A10 -ol, Ala-ol, Gln-ol, Asp-ol, Pro-ol, D-Asp-ol, D-Lys-ol, D-Glu-ol or -Asp-Glu-ol.